Dataset: the Open Reaction Database (ORD), a public repository of structured organic reaction records. Task: describe an organic reaction: reactants, conditions, products, and yield Reactants: ON=C(C1=CC(=CC=C1)N1C(C2=C(N3CCC[C@H]3C1)N=C(N=C2)SC)=O)N ((S)—N′-hydroxy-3-(9-methylthio-6-oxo-2,3,3a,4-tetrahydro-1H,6H-5,8,10,10b-tetraazabenzo[e]azulen-5-yl)benzamidine), C(=O)OCCl (chloromethyl formate). Run at temperature 90 celsius, time 4 hour. Reaction SMILES: [OH:1][N:2]=[C:3]([NH2:27])[C:4]1[CH:9]=[CH:8][CH:7]=[C:6]([N:10]2[CH2:19][C@H:18]3[N:14]([CH2:15][CH2:16][CH2:17]3)[C:13]3[N:20]=[C:21]([S:24][CH3:25])[N:22]=[CH:23][C:12]=3[C:11]2=[O:26])[CH:5]=1.[CH:28](OCCl)=[O:29]>N1C=CC=CC=1.C(Cl)(Cl)Cl>[CH3:25][S:24][C:21]1[N:22]=[CH:23][C:12]2[C:11](=[O:26])[N:10]([C:6]3[CH:5]=[C:4]([C:3]4[NH:27][C:28](=[O:29])[O:1][N:2]=4)[CH:9]=[CH:8][CH:7]=3)[CH2:19][C@H:18]3[N:14]([CH2:15][CH2:16][CH2:17]3)[C:13]=2[N:20]=1. Procedure details: (S)—N′-hydroxy-3-(9-methylthio-6-oxo-2,3,3a,4-tetrahydro-1H,6H-5,8,10,10b-tetraazabenzo[e]azulen-5-yl)benzamidine (200 mg, 0.52 mmol) obtained in Step 1 of Example 75 was dissolved in pyridine (3.0 mL), and the mixture was stirred at 90° C. for 4 hours after adding chloromethyl formate (0.12 mL, 1.56 mmol) under ice-cooled conditions. The mixture was diluted with chloroform, washed with water and saturated brine, and the organic layer was dried over anhydrous magnesium sulfate. The residue obtai... Yields the product CSC=1N=CC2=C(N3CCC[C@H]3CN(C2=O)C=2C=C(C=CC2)C2=NOC(N2)=O)N1 ((S)-3-[3-(9-methylthio-6-oxo-2,3,3a,4-tetrahydro-1H,6H-5,8,10,10b-tetraazabenzo[e]azulen-5-yl)phenyl]-1,2,4-oxadiazol-5(4H)-one). The yield is 110.6%. Run in N1=CC=CC=C1 (pyridine), C(Cl)(Cl)Cl (chloroform). Starting materials: NC1=CC(=C(C=C1)C1=CC=CC=C1)OC (1-amino-3-methoxy-4-phenylbenzene), 4A, C(#N)C1=CC=C(CN2C=NC=C2C=O)C=C1 (1-(4-Cyanobenzyl)-5-imidazole-carboxaldehyde), C(C)(=O)O[BH-](OC(C)=O)OC(C)=O.[Na+] (sodium triacetoxyborohydride). Reagents/catalysts: C(C)(=O)O (acetic acid). Solvent: ClCCCl (1,2-dichloroethane). Reaction conditions: time 15 hour. The product is C(#N)C1=CC=C(CN2C=NC=C2CNC2=CC(=C(C=C2)C2=CC=CC=C2)OC)C=C1 (1-[N-(1-(4-cyanobenzyl)-5-imidazolylmethyl)amino]-3-methoxy-4-phenylbenzene). As a reaction SMILES: [NH2:1][C:2]1[CH:7]=[CH:6][C:5]([C:8]2[CH:13]=[CH:12][CH:11]=[CH:10][CH:9]=2)=[C:4]([O:14][CH3:15])[CH:3]=1.C(O[BH-](OC(=O)C)OC(=O)C)(=O)C.[Na+].[C:30]([C:32]1[CH:45]=[CH:44][C:35]([CH2:36][N:37]2[C:41]([CH:42]=O)=[CH:40][N:39]=[CH:38]2)=[CH:34][CH:33]=1)#[N:31]>ClCCCl.C(O)(=O)C>[C:30]([C:32]1[CH:33]=[CH:34][C:35]([CH2:36][N:37]2[C:41]([CH2:42][NH:1][C:2]3[CH:7]=[CH:6][C:5]([C:8]4[CH:13]=[CH:12][CH:11]=[CH:10][CH:9]=4)=[C:4]([O:14][CH3:15])[CH:3]=3)=[CH:40][N:39]=[CH:38]2)=[CH:44][CH:45]=1)#[N:31] |f:1.2|. Procedure details: To a solution of 1-amino-3-methoxy-4-phenylbenzene in 1,2-dichloroethane at 0° C. was added 4A powdered molecular sieves and sodium triacetoxyborohydride. 1-(4-Cyanobenzyl)-5-imidazole-carboxaldehyde was added, followed by 5 drops of acetic acid. The cooling bath was removed after 5 hours, and the reaction was stirred for another 15 hours. The reaction was poured into ethyl acetate and water. The organic layer was extracted with sat. aq. NaHCO3 solution and brine, then dried (Na2SO4) and concent...